From a dataset of the Open Reaction Database (ORD), a public repository of structured organic reaction records. describe an organic reaction: reactants, conditions, products, and yield Starting materials: CC[SiH](CC)CC, COC(=O)c1sccc1N, CCCCCC, ClCCl, ClCCl, O=C(O)C(F)(F)F, [Na+], [Na+], O=C([O-])O, [OH-], O=Cc1ccnc2ccccc12. The product is COC(=O)c1sccc1NCc1ccnc2ccccc12. Reaction SMILES: [CH2:23]([SiH:24]([CH2:25][CH3:26])[CH2:27][CH3:28])[CH3:29].[CH3:1][O:2][C:3](=[O:4])[c:5]1[s:6][cH:7][cH:8][c:9]1[NH2:10].[CH3:47][CH2:48][CH2:49][CH2:50][CH2:51][CH3:52].[Cl:44][CH2:45][Cl:46].[Cl:53][CH2:54][Cl:55].[F:37][C:38]([F:39])([F:40])[C:41]([OH:42])=[O:43].[Na+:31].[Na+:36].[O-:32][C:33]([OH:34])=[O:35].[OH-:30].[n:11]1[cH:12][cH:13][c:14]([CH:21]=[O:22])[c:15]2[cH:16][cH:17][cH:18][cH:19][c:20]12>>[CH3:1][O:2][C:3](=[O:4])[c:5]1[s:6][cH:7][cH:8][c:9]1[NH:10][CH2:21][c:14]1[cH:13][cH:12][n:11][c:20]2[c:15]1[cH:16][cH:17][cH:18][cH:19]2. Starting materials: CCOC(=O)C(CC)C(=O)OCC, CCO, [Na+], [OH-], O. The product is CCOC(=O)C(CC)C(=O)O. Reaction SMILES: [CH2:1]([CH3:2])[O:3][C:4]([CH:5]([C:6](=[O:7])[O:8][CH2:9][CH3:10])[CH2:11][CH3:12])=[O:13].[CH3:16][CH2:17][OH:18].[Na+:15].[OH-:14].[OH2:19]>>[CH2:1]([CH3:2])[O:3][C:4]([CH:5]([C:6](=[O:7])[OH:8])[CH2:11][CH3:12])=[O:13]. The reactants are CC(C)(C)NS(=O)(=O)c1ccc(B2OC(C)(C)C(C)(C)O2)s1, FC(F)(F)c1cc(-c2ccc(Cl)c(Cl)c2)nc(-c2ccnc(Cl)c2)n1. The product is CC(C)(C)NS(=O)(=O)c1ccc(-c2cc(-c3nc(-c4ccc(Cl)c(Cl)c4)cc(C(F)(F)F)n3)ccn2)s1. Reaction SMILES: [C:26]([CH3:27])([CH3:28])([CH3:29])[NH:30][S:31](=[O:32])(=[O:33])[c:34]1[s:35][c:36]([B:39]2[O:40][C:41]([CH3:42])([CH3:43])[C:44]([CH3:45])([CH3:46])[O:47]2)[cH:37][cH:38]1.[Cl:1][c:2]1[n:3][cH:4][cH:5][c:6](-[c:8]2[n:9][c:10]([C:22]([F:23])([F:24])[F:25])[cH:11][c:12](-[c:14]3[cH:15][c:16]([Cl:21])[c:17]([Cl:20])[cH:18][cH:19]3)[n:13]2)[cH:7]1>>[c:2]1(-[c:36]2[s:35][c:34]([S:31]([NH:30][C:26]([CH3:27])([CH3:28])[CH3:29])(=[O:32])=[O:33])[cH:38][cH:37]2)[n:3][cH:4][cH:5][c:6](-[c:8]2[n:9][c:10]([C:22]([F:23])([F:24])[F:25])[cH:11][c:12](-[c:14]3[cH:15][c:16]([Cl:21])[c:17]([Cl:20])[cH:18][cH:19]3)[n:13]2)[cH:7]1. The reactants are OC1=CC=C(C=C1)C[C@@H](C(=O)OCC[Si](C)(C)C)OC1=CC=C(C=C1)C(C)C (2-trimethylsilylethyl (S)-3-(4-hydroxyphenyl)-2-(4-isopropylphenoxy)propionate), CS(=O)(=O)OCCNC(OC(C)(C)C)=O (t-butyl 2-methanesulfonyloxyethylcarbamate), C([O-])([O-])=O.[K+].[K+] (potassium carbonate). Product: C(C)(C)(C)OC(=O)NCCOC1=CC=C(C=C1)C[C@@H](C(=O)OCC[Si](C)(C)C)OC1=CC=C(C=C1)C(C)C (2-Trimethylsilylethyl (S)-3-[4-(2-t-butoxycarbonylaminoethoxy)phenyl]-2-(4-isopropylphenoxy)propionate). Isolated yield 91.2%. Reaction SMILES: [OH:1][C:2]1[CH:7]=[CH:6][C:5]([CH2:8][C@H:9]([O:19][C:20]2[CH:25]=[CH:24][C:23]([CH:26]([CH3:28])[CH3:27])=[CH:22][CH:21]=2)[C:10]([O:12][CH2:13][CH2:14][Si:15]([CH3:18])([CH3:17])[CH3:16])=[O:11])=[CH:4][CH:3]=1.CS(O[CH2:34][CH2:35][NH:36][C:37](=[O:43])[O:38][C:39]([CH3:42])([CH3:41])[CH3:40])(=O)=O.C(=O)([O-])[O-].[K+].[K+]>>[C:39]([O:38][C:37]([NH:36][CH2:35][CH2:34][O:1][C:2]1[CH:7]=[CH:6][C:5]([CH2:8][C@H:9]([O:19][C:20]2[CH:21]=[CH:22][C:23]([CH:26]([CH3:28])[CH3:27])=[CH:24][CH:25]=2)[C:10]([O:12][CH2:13][CH2:14][Si:15]([CH3:17])([CH3:18])[CH3:16])=[O:11])=[CH:4][CH:3]=1)=[O:43])([CH3:42])([CH3:41])[CH3:40] |f:2.3.4|. Procedure details: In a similar manner to that described in Reference example 25, a reaction was carried out using 2-trimethylsilylethyl (S)-3-(4-hydroxyphenyl)-2-(4-isopropylphenoxy)propionate (4.80 g), which is the product of Reference example 29(e), t-butyl 2-methanesulfonyloxyethylcarbamate (7.17 g) and potassium carbonate (8.28 g) and the reaction mixture was treated to afford the desired compound (5.94 g) as a colorless oil. Starting materials: CC(=O)Nc1cccc(Nc2ncc(C(N)=O)c(NCC3CCCNC3)n2)c1, CCN(C(C)C)C(C)C, ClCCl, O=C=Nc1ccc(F)cc1. The product is CC(=O)Nc1cccc(Nc2ncc(C(N)=O)c(NCC3CCCN(C(=O)Nc4ccc(F)cc4)C3)n2)c1. RXN SMILES: [C:1]([CH3:2])(=[O:3])[NH:4][c:5]1[cH:6][c:7]([NH:11][c:12]2[n:13][cH:14][c:15]([C:26](=[O:27])[NH2:28])[c:16]([NH:18][CH2:19][CH:20]3[CH2:21][NH:22][CH2:23][CH2:24][CH2:25]3)[n:17]2)[cH:8][cH:9][cH:10]1.[CH:29]([N:30]([CH2:31][CH3:32])[CH:33]([CH3:34])[CH3:35])([CH3:36])[CH3:37].[Cl:48][CH2:49][Cl:50].[F:38][c:39]1[cH:40][cH:41][c:42]([N:45]=[C:46]=[O:47])[cH:43][cH:44]1>>[C:1]([CH3:2])(=[O:3])[NH:4][c:5]1[cH:6][c:7]([NH:11][c:12]2[n:13][cH:14][c:15]([C:26](=[O:27])[NH2:28])[c:16]([NH:18][CH2:19][CH:20]3[CH2:21][N:22]([C:46]([NH:45][c:42]4[cH:41][cH:40][c:39]([F:38])[cH:44][cH:43]4)=[O:47])[CH2:23][CH2:24][CH2:25]3)[n:17]2)[cH:8][cH:9][cH:10]1. Starting materials: CC1=C(C(O)=CC=C1)O (3-methylcatechol), C(C)(C)(C)O (tert-butanol), three, S(O)(O)(=O)=O (sulfuric acid). The solvent is CCCCCCC (heptane). Run at temperature 80 celsius. Product: C(C)(C)(C)C1=CC(=C(C(O)=C1)O)C (5-tert-butyl-3-methylcatechol). The yield is 99.9%. As a reaction SMILES: [CH3:1][C:2]1[CH:8]=[CH:7][CH:6]=[C:4]([OH:5])[C:3]=1[OH:9].[C:10](O)([CH3:13])([CH3:12])[CH3:11].S(=O)(=O)(O)O>CCCCCCC>[C:10]([C:7]1[CH:6]=[C:4]([OH:5])[C:3]([OH:9])=[C:2]([CH3:1])[CH:8]=1)([CH3:13])([CH3:12])[CH3:11]. Procedure details: A 1000 mL three neck flask equipped with stirrer, condenser and thermometer is charged with 3-methylcatechol (25.0 g, 0.20 mole), tert-butanol (38.0 mL, 0.40 mole) and 500 mL of heptane; followed by addition of sulfuric acid (98%, 20 g) slowly. The mixture is heated to 80° C. for 6 hrs until gas chromatography (GC) indicates the completion of the reaction. The solvent is removed in vacuo, and the residue is dissolved in CH2Cl2 and washed with water, NaHCO3 (aq.), brine and dried (Na2SO4). Filtra...